describe an organic reaction: reactants, conditions, products, and yield From a dataset of the Open Reaction Database (ORD), a public repository of structured organic reaction records. Reactants: Cl (hydrochloric acid), ON=CC(C(=O)[O-])CCC (2-hydroxyliminomethylpentanoate), C[O-].[Na+] (sodium methoxide), C(C1=CC=CC=C1)Br (benzyl bromide), C([O-])([O-])=O.[Na+].[Na+] (sodium carbonate), C[O-].[Na+] (sodium methoxide). Solvent: C(C)O (ethanol), O (water). Conditions: time 30 minute. The product is C(C1=CC=CC=C1)ON1C(C(C(C1)CC)O)=O (1-benzyloxy-4-ethyl-3-hydroxypyrrolidin-2-one). Reaction SMILES: Cl.[OH:2][N:3]=[CH:4][CH:5]([CH2:9][CH2:10]C)[C:6]([O-:8])=O.[C:12](=[O:15])([O-])[O-].[Na+].[Na+].C[O-].[Na+].[CH2:21](Br)[C:22]1[CH:27]=[CH:26][CH:25]=[CH:24][CH:23]=1>C(O)C.O>[CH2:21]([O:2][N:3]1[CH2:4][CH:5]([CH2:9][CH3:10])[CH:6]([OH:8])[C:12]1=[O:15])[C:22]1[CH:27]=[CH:26][CH:25]=[CH:24][CH:23]=1 |f:2.3.4,5.6|. Procedure: 10% Aqueous hydrochloric acid (30 ml) was added dropwise over 5 min to a stirred solution of 2-hydroxyliminomethylpentanoate (1.74 g, 8.57 mmol) and pyridine - borane complex (3 ml, 2.7 g, 29 mmol) in ethanol (15 ml) at 0° C. After the addition was complete the mixture was stirred at room temperature for 30 min. basified to pH9 with solid sodium carbonate and extracted with dichloromethane (3×25 ml). The combined organic layers were washed with brine, dried (MgSO4). evaporated in vacuo, the resi... The reactants are Brc1cncc(Br)c1, CC(C)(C)[O-], Cc1ccccc1, CN1CCNCC1, [Na+], O=C(C=Cc1ccccc1)C=Cc1ccccc1, O=C(C=Cc1ccccc1)C=Cc1ccccc1, O=C(C=Cc1ccccc1)C=Cc1ccccc1, [Pd], [Pd]. The product is CN1CCN(c2cncc(Br)c2)CC1. RXN SMILES: [Br:1][c:2]1[cH:3][n:4][cH:5][c:6]([Br:7])[cH:8]1.[CH3:16][C:17]([CH3:18])([O-:19])[CH3:20].[CH3:22][c:23]1[cH:24][cH:25][cH:26][cH:27][cH:28]1.[CH3:9][N:10]1[CH2:11][CH2:12][NH:13][CH2:14][CH2:15]1.[Na+:21].[O:31]=[C:32]([CH:33]=[CH:34][c:35]1[cH:36][cH:37][cH:38][cH:39][cH:40]1)[CH:41]=[CH:42][c:43]1[cH:44][cH:45][cH:46][cH:47][cH:48]1.[O:49]=[C:50]([CH:51]=[CH:52][c:53]1[cH:54][cH:55][cH:56][cH:57][cH:58]1)[CH:59]=[CH:60][c:61]1[cH:62][cH:63][cH:64][cH:65][cH:66]1.[O:67]=[C:68]([CH:69]=[CH:70][c:71]1[cH:72][cH:73][cH:74][cH:75][cH:76]1)[CH:77]=[CH:78][c:79]1[cH:80][cH:81][cH:82][cH:83][cH:84]1.[Pd:29].[Pd:30]>>[c:2]1([N:13]2[CH2:12][CH2:11][N:10]([CH3:9])[CH2:15][CH2:14]2)[cH:3][n:4][cH:5][c:6]([Br:7])[cH:8]1. The reactants are CO, ClCCl, [F-], [K+], O=[N+]([O-])c1ccccc1F, Nc1ccc(CC(=O)O)cc1. The product is O=C(O)Cc1ccc(Nc2ccccc2[N+](=O)[O-])cc1. Reaction SMILES: [CH3:27][OH:28].[Cl:24][CH2:25][Cl:26].[F-:22].[K+:23].[N+:1](=[O:2])([O-:3])[c:4]1[c:5]([F:10])[cH:6][cH:7][cH:8][cH:9]1.[NH2:11][c:12]1[cH:13][cH:14][c:15]([CH2:18][C:19](=[O:20])[OH:21])[cH:16][cH:17]1>>[N+:1](=[O:2])([O-:3])[c:4]1[c:5]([NH:11][c:12]2[cH:13][cH:14][c:15]([CH2:18][C:19](=[O:20])[OH:21])[cH:16][cH:17]2)[cH:6][cH:7][cH:8][cH:9]1. The reactants are CI, O=C(C(=O)N1CCN(c2nnnn2-c2ccccc2)CC1)c1c[nH]c2c(-c3cc[nH]n3)ncc(F)c12, [H-], [Na+], CN(C)C=O. Product: Cn1ccc(-c2ncc(F)c3c(C(=O)C(=O)N4CCN(c5nnnn5-c5ccccc5)CC4)c[nH]c23)n1. Reaction SMILES: [CH3:39][I:40].[F:1][c:2]1[c:3]2[c:4]([c:5](-[c:8]3[n:9][nH:10][cH:11][cH:12]3)[n:6][cH:7]1)[nH:13][cH:14][c:15]2[C:16]([C:17](=[O:18])[N:19]1[CH2:20][CH2:21][N:22]([c:25]2[n:26][n:27][n:28][n:29]2-[c:30]2[cH:31][cH:32][cH:33][cH:34][cH:35]2)[CH2:23][CH2:24]1)=[O:36].[H-:37].[Na+:38].[O:41]=[CH:42][N:43]([CH3:44])[CH3:45]>>[F:1][c:2]1[c:3]2[c:4]([c:5](-[c:8]3[n:9][n:10]([CH3:39])[cH:11][cH:12]3)[n:6][cH:7]1)[nH:13][cH:14][c:15]2[C:16]([C:17](=[O:18])[N:19]1[CH2:20][CH2:21][N:22]([c:25]2[n:26][n:27][n:28][n:29]2-[c:30]2[cH:31][cH:32][cH:33][cH:34][cH:35]2)[CH2:23][CH2:24]1)=[O:36]. Reactants: ClC=1SC(=CC1C(CC(=O)OC)=O)CN1CCOCC1 (methyl 3-(2-chloro-5-(4-morpholinylmethyl)-3-thienyl)-3-oxopropanoate), NC1=CC=CC=C1 (aniline), N(=O)[O-].[Na+] (NaNO2). Run in N1=CC=CC=C1 (pyridine), O (water), O (water), Cl (HCl), O (water). Reaction conditions: temperature -10 celsius, time 1 hour. Product: ClC=1SC(=CC1C(/C(/C(=O)OC)=N/NC1=CC=CC=C1)=O)CN1CCOCC1 (Methyl (2Z)-3-(2-Chloro-5-(4-morpholinylmethyl)-3-thienyl)-3-oxo-2-(phenyl-hydrazono)propanoate). RXN SMILES: [NH2:1][C:2]1[CH:7]=[CH:6][CH:5]=[CH:4][CH:3]=1.[N:8]([O-])=O.[Na+].[Cl:12][C:13]1[S:14][C:15]([CH2:25][N:26]2[CH2:31][CH2:30][O:29][CH2:28][CH2:27]2)=[CH:16][C:17]=1[C:18](=[O:24])[CH2:19][C:20]([O:22][CH3:23])=[O:21]>Cl.O.N1C=CC=CC=1>[Cl:12][C:13]1[S:14][C:15]([CH2:25][N:26]2[CH2:31][CH2:30][O:29][CH2:28][CH2:27]2)=[CH:16][C:17]=1[C:18](=[O:24])/[C:19](=[N:8]/[NH:1][C:2]1[CH:7]=[CH:6][CH:5]=[CH:4][CH:3]=1)/[C:20]([O:22][CH3:23])=[O:21] |f:1.2|. Procedure details: To a solution of aniline (2.52 mL) in 6M HCl (15 mL) is added dropwise a solution of NaNO2 (2.44 g) in water (8 mL) at -10° C. The solution stirs at 0° C. for 1 h and is poured into a solution of methyl 3-(2-chloro-5-(4-morpholinylmethyl)-3-thienyl)-3-oxopropanoate (Preparation 64, 3.50 g) in pyridine (15 mL) and water (8 mL) with vigorous stirring at −10° C. The solution stirs at 0° C. for 60 min and is diluted with cold water (150 mL). The aqueous layer is extracted with EtOAc (3×150 mL). The ... Reactants: CCC(CC)(c1ccc(CCC(O[Si](C)(C)C(C)(C)C)C(C)(C)C)c(C)c1)c1ccc(B2OC(C)(C)C(C)(C)O2)c(C)c1, COC(=O)Cc1ccc(Cl)cc1F, CCOCC, COc1cccc(OC)c1-c1ccccc1P(C1CCCCC1)C1CCCCC1, [K+], [K+], [K+], CC(=O)[O-], CC(=O)[O-], O=P([O-])([O-])[O-], [Pd+2]. Product: CCC(CC)(c1ccc(CCC(O[Si](C)(C)C(C)(C)C)C(C)(C)C)c(C)c1)c1ccc(-c2ccc(CC(=O)OC)c(F)c2)c(C)c1. As a reaction SMILES: [C:1]([CH3:2])([CH3:3])([CH3:4])[Si:5]([CH3:6])([CH3:7])[O:8][CH:9]([C:10]([CH3:11])([CH3:12])[CH3:13])[CH2:14][CH2:15][c:16]1[c:17]([CH3:43])[cH:18][c:19]([C:22]([CH2:23][CH3:24])([c:25]2[cH:26][c:27]([CH3:40])[c:28]([B:31]3[O:32][C:33]([CH3:34])([CH3:35])[C:36]([CH3:37])([CH3:38])[O:39]3)[cH:29][cH:30]2)[CH2:41][CH3:42])[cH:20][cH:21]1.[CH3:81][O:82][C:83]([CH2:84][c:85]1[c:86]([F:92])[cH:87][c:88]([Cl:91])[cH:89][cH:90]1)=[O:93].[CH3:94][CH2:95][O:96][CH2:97][CH3:98].[CH:44]1([P:45]([CH:46]2[CH2:47][CH2:48][CH2:49][CH2:50][CH2:51]2)[c:52]2[cH:53][cH:54][cH:55][cH:56][c:57]2-[c:58]2[c:59]([O:60][CH3:61])[cH:62][cH:63][cH:64][c:65]2[O:66][CH3:67])[CH2:68][CH2:69][CH2:70][CH2:71][CH2:72]1.[K+:78].[K+:79].[K+:80].[O-:100][C:101]([CH3:102])=[O:103].[O-:104][C:105]([CH3:106])=[O:107].[P:73]([O-:74])([O-:75])([O-:76])=[O:77].[Pd+2:99]>>[C:1]([CH3:2])([CH3:3])([CH3:4])[Si:5]([CH3:6])([CH3:7])[O:8][CH:9]([C:10]([CH3:11])([CH3:12])[CH3:13])[CH2:14][CH2:15][c:16]1[c:17]([CH3:43])[cH:18][c:19]([C:22]([CH2:23][CH3:24])([c:25]2[cH:26][c:27]([CH3:40])[c:28](-[c:88]3[cH:87][c:86]([F:92])[c:85]([CH2:84][C:83]([O:82][CH3:81])=[O:93])[cH:90][cH:89]3)[cH:29][cH:30]2)[CH2:41][CH3:42])[cH:20][cH:21]1. Starting materials: COC(C)(C)C(=O)C(Br)Oc1ccc(Cl)cc1Cl, CC(C)=O, C1=NCCCN2CCCCC12, c1nc[nH]n1. Product: COC(C)(C)C(=O)C(Oc1ccc(Cl)cc1Cl)n1cncn1. Reaction SMILES: [Br:6][CH:7]([C:8]([C:9]([CH3:10])([CH3:11])[O:12][CH3:13])=[O:14])[O:15][c:16]1[c:17]([Cl:23])[cH:18][c:19]([Cl:22])[cH:20][cH:21]1.[CH3:35][C:36](=[O:37])[CH3:38].[N:24]12[CH2:25][CH2:26][CH2:27][CH2:28][CH:29]1[CH:30]=[N:31][CH2:32][CH2:33][CH2:34]2.[nH:1]1[n:2][cH:3][n:4][cH:5]1>>[n:1]1([CH:7]([C:8]([C:9]([CH3:10])([CH3:11])[O:12][CH3:13])=[O:14])[O:15][c:16]2[c:17]([Cl:23])[cH:18][c:19]([Cl:22])[cH:20][cH:21]2)[n:2][cH:3][n:4][cH:5]1. Reactants: O=C([O-])[O-], ClCC=Cc1ccccc1, CN(C)C=O, [K+], [K+], O, Nc1ccccc1N. The product is Nc1ccccc1NCC=Cc1ccccc1. Reaction SMILES: [C:9](=[O:10])([O-:11])[O-:12].[CH2:15]([CH:16]=[CH:17][c:18]1[cH:19][cH:20][cH:21][cH:22][cH:23]1)[Cl:24].[CH3:26][N:27]([CH3:28])[CH:29]=[O:30].[K+:13].[K+:14].[OH2:25].[c:1]1([NH2:8])[c:2]([NH2:7])[cH:3][cH:4][cH:5][cH:6]1>>[c:1]1([NH2:8])[c:2]([NH:7][CH2:15][CH:16]=[CH:17][c:18]2[cH:19][cH:20][cH:21][cH:22][cH:23]2)[cH:3][cH:4][cH:5][cH:6]1. Reactants: CC(C)O, COc1cccc2nc(Cl)[nH]c12, Nc1ccc(Oc2ncccc2C2CCOCC2)cc1, O. Yields the product COc1cccc2nc(Nc3ccc(Oc4ncccc4C4CCOCC4)cc3)[nH]c12. As a reaction SMILES: [CH:33]([OH:34])([CH3:35])[CH3:36].[Cl:21][c:22]1[n:23][c:24]2[c:25]([nH:26]1)[c:27]([O:31][CH3:32])[cH:28][cH:29][cH:30]2.[O:1]1[CH2:2][CH2:3][CH:4]([c:7]2[c:8]([O:13][c:14]3[cH:15][cH:16][c:17]([NH2:18])[cH:19][cH:20]3)[n:9][cH:10][cH:11][cH:12]2)[CH2:5][CH2:6]1.[OH2:37]>>[O:1]1[CH2:2][CH2:3][CH:4]([c:7]2[c:8]([O:13][c:14]3[cH:15][cH:16][c:17]([NH:18][c:22]4[n:23][c:24]5[c:25]([nH:26]4)[c:27]([O:31][CH3:32])[cH:28][cH:29][cH:30]5)[cH:19][cH:20]3)[n:9][cH:10][cH:11][cH:12]2)[CH2:5][CH2:6]1.